From a dataset of the Open Reaction Database (ORD), a public repository of structured organic reaction records. describe an organic reaction: reactants, conditions, products, and yield The reactants are ClC=1C=C(C=C(C1)Cl)SC1=C(N=C(N1CC1=CC=C(C=C1)[N+](=O)[O-])CO)C(C)C (5-(3,5-dichlorophenylthio)-2-hydroxymethyl-4-isopropyl-1-(p-nitrobenzyl)-1H-imidazole), [H][H] (hydrogen). The reagents and catalysts are [Pt] (platinum). The solvent is C(C)(=O)OCC (ethyl acetate). Product: NC1=CC=C(CN2C(=NC(=C2SC2=CC(=CC(=C2)Cl)Cl)C(C)C)CO)C=C1 (1-(p-aminobenzyl)-5-(3,5-dichlorophenylthio)-2-hydroxymethyl-4-isopropyl-1H-imidazole). Isolated yield 77.5%. RXN SMILES: [Cl:1][C:2]1[CH:3]=[C:4]([S:9][C:10]2[N:14]([CH2:15][C:16]3[CH:21]=[CH:20][C:19]([N+:22]([O-])=O)=[CH:18][CH:17]=3)[C:13]([CH2:25][OH:26])=[N:12][C:11]=2[CH:27]([CH3:29])[CH3:28])[CH:5]=[C:6]([Cl:8])[CH:7]=1.[H][H]>C(OCC)(=O)C.[Pt]>[NH2:22][C:19]1[CH:20]=[CH:21][C:16]([CH2:15][N:14]2[C:10]([S:9][C:4]3[CH:5]=[C:6]([Cl:8])[CH:7]=[C:2]([Cl:1])[CH:3]=3)=[C:11]([CH:27]([CH3:29])[CH3:28])[N:12]=[C:13]2[CH2:25][OH:26])=[CH:17][CH:18]=1. Procedure: In ethyl acetate was dissolved 800 mg of 5-(3,5-dichlorophenylthio)-2-hydroxymethyl-4-isopropyl-1-(p-nitrobenzyl)-1H-imidazole (103a), and platinum sulfided carbon was added. After replacement with hydrogen atomosphere, the mixture was catalytically hydrogenated under atmospheric pressure at room temperatures After 1 hour, the mixture was filtered through Celite, the filtrate was distilled off under reduced pressure, and to the residue, diethyl ether was added. The precipitated crystals were fil... Starting materials: CS(=O)(=O)N1CCNCC1, Cc1cc2[nH]c(C(=O)O)cc2cc1OC1CCN(C(C)C)CC1, Cl. Reaction SMILES: [CH3:25][S:26](=[O:27])(=[O:28])[N:29]1[CH2:30][CH2:31][NH:32][CH2:33][CH2:34]1.[CH:2]([CH3:3])([CH3:4])[N:5]1[CH2:6][CH2:7][CH:8]([O:11][c:12]2[cH:13][c:14]3[cH:15][c:16]([C:22](=[O:23])[OH:24])[nH:17][c:18]3[cH:19][c:20]2[CH3:21])[CH2:9][CH2:10]1.[ClH:1]>>[CH:2]([CH3:3])([CH3:4])[N:5]1[CH2:6][CH2:7][CH:8]([O:11][c:12]2[cH:13][c:14]3[cH:15][c:16]([C:22](=[O:24])[N:32]4[CH2:31][CH2:30][N:29]([S:26]([CH3:25])(=[O:27])=[O:28])[CH2:34][CH2:33]4)[nH:17][c:18]3[cH:19][c:20]2[CH3:21])[CH2:9][CH2:10]1. Yields the product Cc1cc2[nH]c(C(=O)N3CCN(S(C)(=O)=O)CC3)cc2cc1OC1CCN(C(C)C)CC1. Reactants: C1=C(C=CC2=CC=CC=C12)C1=CC2CCC(C1)N2C(=O)OCC (3-(naphth-2-yl)-8-ethoxycarbonyl-8-azabicyclo[3.2.1]oct-2-ene), C(=O)[O-].[NH4+] (ammonium formate). Reagents/catalysts: [Pd] (palladium on carbon). Run in C(C)O (ethanol). Reaction conditions: time 16 hour. Product: C1=C(C=CC2=CC=CC=C12)C1CC2CCC(C1)N2C(=O)OCC (3-(naphth-2-yl)-8-ethoxycarbonyl-8-azabicyclo-[3.2.1]octane). Yield: 70.4%. Reaction SMILES: [CH:1]1[C:10]2[C:5](=[CH:6][CH:7]=[CH:8][CH:9]=2)[CH:4]=[CH:3][C:2]=1[C:11]1[CH2:17][CH:16]2[N:18]([C:19]([O:21][CH2:22][CH3:23])=[O:20])[CH:13]([CH2:14][CH2:15]2)[CH:12]=1.C([O-])=O.[NH4+]>[Pd].C(O)C>[CH:1]1[C:10]2[C:5](=[CH:6][CH:7]=[CH:8][CH:9]=2)[CH:4]=[CH:3][C:2]=1[CH:11]1[CH2:17][CH:16]2[N:18]([C:19]([O:21][CH2:22][CH3:23])=[O:20])[CH:13]([CH2:14][CH2:15]2)[CH2:12]1 |f:1.2|. Reported procedure: A mixture of 4.0 gm (13.0 mMol) 3-(naphth-2-yl)-8-ethoxycarbonyl-8-azabicyclo[3.2.1]oct-2-ene, 0.5 gm 10% palladium on carbon and 8.22 gm (130 mMol) ammonium formate in 100 mL ethanol was stirred at room temperature for 16 hours and then at reflux for 1.5 hours. The reaction mixture was filtered and the filtrate concentrated under reduced pressure. The residue was subjected to silica gel chromatography. Fractions containing product were combined and concentrated under reduced pressure to provide...